From a dataset of the Open Reaction Database (ORD), a public repository of structured organic reaction records. describe an organic reaction: reactants, conditions, products, and yield Starting materials: CC(=O)OC1CCC(C(=O)N2CCC(N(C)C(=O)c3ccc(Cl)cc3)C(c3ccc(Cl)c(Cl)c3)C2)CC1, CO, [Na+], [Na+], O=C([O-])[O-], O. The product is CN(C(=O)c1ccc(Cl)cc1)C1CCN(C(=O)C2CCC(O)CC2)CC1c1ccc(Cl)c(Cl)c1. RXN SMILES: [C:1](=[O:2])([CH3:3])[O:4][CH:5]1[CH2:6][CH2:7][CH:8]([C:11](=[O:12])[N:13]2[CH2:14][CH:15]([c:30]3[cH:31][c:32]([Cl:37])[c:33]([Cl:36])[cH:34][cH:35]3)[CH:16]([N:19]([CH3:20])[C:21](=[O:22])[c:23]3[cH:24][cH:25][c:26]([Cl:29])[cH:27][cH:28]3)[CH2:17][CH2:18]2)[CH2:9][CH2:10]1.[CH3:45][OH:46].[Na+:38].[Na+:39].[O-:40][C:41](=[O:42])[O-:43].[OH2:44]>>[OH:4][CH:5]1[CH2:6][CH2:7][CH:8]([C:11](=[O:12])[N:13]2[CH2:14][CH:15]([c:30]3[cH:31][c:32]([Cl:37])[c:33]([Cl:36])[cH:34][cH:35]3)[CH:16]([N:19]([CH3:20])[C:21](=[O:22])[c:23]3[cH:24][cH:25][c:26]([Cl:29])[cH:27][cH:28]3)[CH2:17][CH2:18]2)[CH2:9][CH2:10]1. Starting materials: CCCCCCC, Cc1ccc(C(=O)C(C)C)c(C)c1, O=S(=O)(Cl)Cl. Yields the product Cc1ccc(C(=O)C(C)(C)Cl)c(C)c1. RXN SMILES: [CH3:19][CH2:20][CH2:21][CH2:22][CH2:23][CH2:24][CH3:25].[CH3:1][CH:2]([C:3](=[O:4])[c:5]1[c:6]([CH3:12])[cH:7][c:8]([CH3:11])[cH:9][cH:10]1)[CH3:13].[S:14]([Cl:15])(=[O:16])([Cl:17])=[O:18]>>[CH3:1][C:2]([C:3](=[O:4])[c:5]1[c:6]([CH3:12])[cH:7][c:8]([CH3:11])[cH:9][cH:10]1)([CH3:13])[Cl:17].